This data is from the Open Reaction Database (ORD), a public repository of structured organic reaction records. The task is: describe an organic reaction: reactants, conditions, products, and yield The reactants are C(C)(=O)O[BH-](OC(C)=O)OC(C)=O.[Na+] (sodium triacetoxyborohydride), BrC=1C=C(C=CC1F)C[C@@H]([C@@H](CN[C@H]1CC2(OC3=NC=C(C=C31)CC(C)(C)C)CCC2)O)NC(C)=O (N-((1S,2R)-1-((3-bromo-4-fluorophenyl)methyl)-3-(((4′S)-6′-(2,2-dimethylpropyl)-3′,4′-dihydrospiro[cyclobutane-1,2′-pyrano[2,3-b]pyridin]-4′-yl)amino)-2-hydroxypropyl)acetamide), C=O (Formaldehyde), C(OC)(OC)OC (Trimethyl orthoformate). Run in C(Cl)Cl (DCM). Conditions: time 2 hour. The product is BrC=1C=C(C=CC1F)C[C@@H]([C@@H](CN(C)[C@H]1CC2(OC3=NC=C(C=C31)CC(C)(C)C)CCC2)O)NC(C)=O (N-((1S,2R)-1-((3-Bromo-4-fluorophenyl)methyl)-3-(((4′S)-6′-(2,2-dimethylpropyl)-3′,4′-dihydrospiro[cyclobutane-1,2′-pyrano[2,3-b]pyridin]-4′-yl)(methyl)amino)-2-hydroxypropyl)acetamide). Reaction SMILES: [Br:1][C:2]1[CH:3]=[C:4]([CH2:9][C@H:10]([NH:33][C:34](=[O:36])[CH3:35])[C@H:11]([OH:32])[CH2:12][NH:13][C@@H:14]2[C:23]3[C:18](=[N:19][CH:20]=[C:21]([CH2:24][C:25]([CH3:28])([CH3:27])[CH3:26])[CH:22]=3)[O:17][C:16]3([CH2:31][CH2:30][CH2:29]3)[CH2:15]2)[CH:5]=[CH:6][C:7]=1[F:8].[CH:37](OC)(OC)OC.C=O.C(O[BH-](OC(=O)C)OC(=O)C)(=O)C.[Na+]>C(Cl)Cl>[Br:1][C:2]1[CH:3]=[C:4]([CH2:9][C@H:10]([NH:33][C:34](=[O:36])[CH3:35])[C@H:11]([OH:32])[CH2:12][N:13]([C@@H:14]2[C:23]3[C:18](=[N:19][CH:20]=[C:21]([CH2:24][C:25]([CH3:27])([CH3:28])[CH3:26])[CH:22]=3)[O:17][C:16]3([CH2:31][CH2:30][CH2:29]3)[CH2:15]2)[CH3:37])[CH:5]=[CH:6][C:7]=1[F:8] |f:3.4|. Procedure: In a 15-mL RB flask, N-((1S,2R)-1-((3-bromo-4-fluorophenyl)methyl)-3-(((4′S)-6′-(2,2-dimethylpropyl)-3′,4′-dihydrospiro[cyclobutane-1,2′-pyrano[2,3-b]pyridin]-4′-yl)amino)-2-hydroxypropyl)acetamide (0.027 g, 0.048 mmol) was dissolved in DCM (1.5 mL). Trimethyl orthoformate (0.13 ml, 1.2 mmol) was added, followed by addition of Formaldehyde (37%, 0.0089 ml, 0.12 mmol) as an aqueous solution. The mixture was stirred at ambient temperature for 2 h. Then sodium triacetoxyborohydride (0.036 g, 0.17 m... Reactants: C1(=CC=CC=C1)[SeH-](=[Se])C1=CC=CC=C1 (diphenyldiselenide), OO (H2O2), ice water, [BH4-].[Na+] (sodium borohydride), O1[C@H]2[C@@H]1[C@]1(C)[C@@H](C2)[C@@H]2CCC=3C=C(C=CC3[C@H]2CC1)OC (16α,17α-epoxy-3-methoxy-1,3,5(10)-estratriene). Product: COC1=CC=2CC[C@H]3[C@@H]4C=C[C@H]([C@@]4(C)CC[C@@H]3C2C=C1)O (3-methoxy-1,3,5(10),15-estratetraen-17α-ol). As a reaction SMILES: C1([SeH-](C2C=CC=CC=2)=[Se])C=CC=CC=1.[BH4-].[Na+].[O:17]1[C@H:19]2[C@:20]3([CH2:35][CH2:34][C@H:33]4[C@@H:24]([CH2:25][CH2:26][C:27]5[CH:28]=[C:29]([O:36][CH3:37])[CH:30]=[CH:31][C:32]=54)[C@@H:22]3[CH2:23][C@@H:18]12)[CH3:21].OO>C(O)C>[CH3:37][O:36][C:29]1[CH:30]=[CH:31][C:32]2[C@@H:33]3[C@H:24]([C@H:22]4[C@@:20]([CH2:35][CH2:34]3)([CH3:21])[C@H:19]([OH:17])[CH:18]=[CH:23]4)[CH2:25][CH2:26][C:27]=2[CH:28]=1 |f:1.2|. Run at temperature 0 celsius, time 2 hour. Reported procedure: 1.9 g. of diphenyldiselenide is dissolved in 100 ml. of absolute ethanol and combined at room temperature with 500 mg. of sodium borohydride. After decolorization of the yellow solution, 2.5 g. of 16α,17α-epoxy-3-methoxy-1,3,5(10)-estratriene [B. Schoenecker et al., Z.Chem [Chemical News] 10 (6), (1910)] is added thereto, and the mixture is heated for 27 hours under reflux. After cooling to 0° C., 6 ml. of 30% H2O2 is added dropwise thereto, and the solution is gradually warmed to 50° C. After 2... Solvent: C(C)O (ethanol). Reactants: [Cl-].[NH4+] (Ammonium chloride), C(C)(C)N(C(C)C)CC (N,N-diisopropylethylamine), CS(=O)(=O)Cl (methanesulfonyl chloride), C(C)(C)(C)OC(N[C@@H](CO)C)=O (((R)-2-Hydroxy-1-methyl-ethyl)-carbamic acid tert-butyl ester). The solvent is ClCCl (dichloromethane). Yields the product C(C)(C)(C)OC(=O)N[C@@H](COS(=O)(=O)C)C (methanesulfonic acid (R)-2-tert-butoxycarbonylamino-propyl ester). Yield: 101.1%. RXN SMILES: [C:1]([O:5][C:6](=[O:12])[NH:7][C@H:8]([CH3:11])[CH2:9][OH:10])([CH3:4])([CH3:3])[CH3:2].C(N(CC)C(C)C)(C)C.[CH3:22][S:23](Cl)(=[O:25])=[O:24].[Cl-].[NH4+]>ClCCl>[C:1]([O:5][C:6]([NH:7][C@H:8]([CH3:11])[CH2:9][O:10][S:23]([CH3:22])(=[O:25])=[O:24])=[O:12])([CH3:4])([CH3:2])[CH3:3] |f:3.4|. Procedure details: ((R)-2-Hydroxy-1-methyl-ethyl)-carbamic acid tert-butyl ester (0.5 g, 2.85 mmol) was dissolved in dichloromethane (14 ml) and stirred in an ice bath. N,N-diisopropylethylamine (0.75 ml, 4.28 mmol) and then methanesulfonyl chloride (0.27 ml, 3.4 mmol) were slowly added and the reaction was warmed to room temperature over 16 h. Ammonium chloride solution was added to the reaction and it was extracted two times with ethyl acetate. The combined organics were washed with sodium chloride solution and ... Reactants: O=C(c1ccc(I)cc1)N1CCN(c2ncc(C3CC3)cc2C2CC2)CC1, O=C1NC(COC(=O)c2ccccc2)CO1. Product: O=C(OCC1COC(=O)N1c1ccc(C(=O)N2CCN(c3ncc(C4CC4)cc3C3CC3)CC2)cc1)c1ccccc1. Reaction SMILES: [CH:1]1([c:4]2[c:5]([N:13]3[CH2:14][CH2:15][N:16]([C:19](=[O:20])[c:21]4[cH:22][cH:23][c:24]([I:27])[cH:25][cH:26]4)[CH2:17][CH2:18]3)[n:6][cH:7][c:8]([CH:10]3[CH2:11][CH2:12]3)[cH:9]2)[CH2:2][CH2:3]1.[O:28]=[C:29]1[O:30][CH2:31][CH:32]([CH2:34][O:35][C:36]([c:37]2[cH:38][cH:39][cH:40][cH:41][cH:42]2)=[O:43])[NH:33]1>>[CH:1]1([c:4]2[c:5]([N:13]3[CH2:14][CH2:15][N:16]([C:19](=[O:20])[c:21]4[cH:22][cH:23][c:24]([N:33]5[C:29](=[O:28])[O:30][CH2:31][CH:32]5[CH2:34][O:35][C:36]([c:37]5[cH:38][cH:39][cH:40][cH:41][cH:42]5)=[O:43])[cH:25][cH:26]4)[CH2:17][CH2:18]3)[n:6][cH:7][c:8]([CH:10]3[CH2:11][CH2:12]3)[cH:9]2)[CH2:2][CH2:3]1. Product: CS(=O)(=O)Oc1ccc(O)cc1. The reactants are CS(=O)(=O)Oc1ccc(OCc2ccccc2)cc1, CSC, ClCCl. As a reaction SMILES: [CH3:1][S:2](=[O:3])(=[O:4])[O:5][c:6]1[cH:7][cH:8][c:9]([O:12][CH2:13][c:14]2[cH:15][cH:16][cH:17][cH:18][cH:19]2)[cH:10][cH:11]1.[CH3:20][S:21][CH3:22].[Cl:23][CH2:24][Cl:25]>>[CH3:1][S:2](=[O:3])(=[O:4])[O:5][c:6]1[cH:7][cH:8][c:9]([OH:12])[cH:10][cH:11]1. The reactants are BrC=1SC=CC1C(=O)Cl (2-bromothiophene-3-carbonyl chloride), N (ammonia). The product is BrC=1SC=CC1C(=O)N (2-bromothiophene-3-carboxamide). The yield is 90.8%. Reaction SMILES: [Br:1][C:2]1[S:3][CH:4]=[CH:5][C:6]=1[C:7](Cl)=[O:8].[NH3:10]>>[Br:1][C:2]1[S:3][CH:4]=[CH:5][C:6]=1[C:7]([NH2:10])=[O:8]. Reported procedure: Add 2-bromothiophene-3-carbonyl chloride (540 mg, 2.39 mmol) to a solution of aqueous ammonia (25%, 3 mL, 17.44 mmol) with stirring. Stir the mixture for 30 minutes. Concentrate the mixture. Collect the resulting precipitate via filtration and wash the solids with water. Dry the white precipitate in vacuo to obtain the title compound (450 mg, 2.17 mmol). Reactants: [OH-].[Na+] (sodium hydroxide), C(#N)C=1C=C(C(=O)OCC)C=CC1 (ethyl m-cyanobenzoate), CO (methanol), aqueous solution, [OH-].[Na+] (sodium hydroxide). Run in O (water). Run at temperature 82 celsius. Yields the product C(#N)C=1C=C(C(=O)O)C=CC1 (m-cyanobenzoic acid). Isolated yield 93.0%. As a reaction SMILES: [C:1]([C:3]1[CH:4]=[C:5]([CH:11]=[CH:12][CH:13]=1)[C:6]([O:8]CC)=[O:7])#[N:2].CO.[OH-].[Na+]>O>[C:1]([C:3]1[CH:4]=[C:5]([CH:11]=[CH:12][CH:13]=1)[C:6]([OH:8])=[O:7])#[N:2] |f:2.3|. Procedure details: A mixture containing ethyl m-cyanobenzoate (87.5 g, 0.5 mol), methanol (192.5 g), and water (449.2 g) was placed in a 1 l-flask, and heated to 82° C. with stirring by use of a mechanical stirrer. When the temperature became stable, a 20% aqueous solution of sodium hydroxide was added thereto so as to adjust the pH of the mixture at 9.0-9.3. Four hours after the reaction started, 20% sodium hydroxide (98.2 g) was added to the mixture. Liquid chromatographic analysis revealed that the reaction mix... Reactants: C(C)(=O)NC1=CC(=C(C=C1Cl)C(CCCCCl)=O)OCC1=CC(=CC(=C1)OC)OC (1-[4-acetylamino-5-chloro-2-(3,5-dimethoxybenzyloxy)phenyl]-5-chloro-pentan-1-one), N1CCCCC1 (piperidine), COC1CCNCC1 (4-methoxypiperidine). Product: Cl.NC1=CC(=C(C=C1Cl)C(CCCCN1CCC(CC1)OC)=O)OCC1=CC(=CC(=C1)OC)OC (1-[4-amino-5-chloro-2-(3,5-dimethoxybenzyloxy)phenyl]-5-(4-methoxypiperidin-1-yl)pentan-1-one hydrochloride). RXN SMILES: C([NH:4][C:5]1[C:10]([Cl:11])=[CH:9][C:8]([C:12](=[O:18])[CH2:13][CH2:14][CH2:15][CH2:16]Cl)=[C:7]([O:19][CH2:20][C:21]2[CH:26]=[C:25]([O:27][CH3:28])[CH:24]=[C:23]([O:29][CH3:30])[CH:22]=2)[CH:6]=1)(=O)C.N1CCCCC1.[CH3:37][O:38][CH:39]1[CH2:44][CH2:43][NH:42][CH2:41][CH2:40]1>>[ClH:11].[NH2:4][C:5]1[C:10]([Cl:11])=[CH:9][C:8]([C:12](=[O:18])[CH2:13][CH2:14][CH2:15][CH2:16][N:42]2[CH2:43][CH2:44][CH:39]([O:38][CH3:37])[CH2:40][CH2:41]2)=[C:7]([O:19][CH2:20][C:21]2[CH:26]=[C:25]([O:27][CH3:28])[CH:24]=[C:23]([O:29][CH3:30])[CH:22]=2)[CH:6]=1 |f:3.4|. Procedure: Proceeding as in Example 4, Step (c), but replacing 1-(4-acetylamino-5-chloro-2-methoxyphenyl)-5-chloropentan-1-one with 1-[4-acetylamino-5-chloro-2-(3,5-dimethoxybenzyloxy)phenyl]-5-chloro-pentan-1-one and piperidine with 4-methoxypiperidine, gave 1-[4-amino-5-chloro-2-(3,5-dimethoxybenzyloxy)phenyl]-5-(4-methoxypiperidin-1-yl)pentan-1-one hydrochloride, m.p. 195-196° C.